This data is from the Open Reaction Database (ORD), a public repository of structured organic reaction records. The task is: describe an organic reaction: reactants, conditions, products, and yield Starting materials: CCOC(=O)C(=O)OCC, N#CCc1ccccc1. Yields the product CCOC(=O)C(=O)C(C#N)c1ccccc1. RXN SMILES: [C:10]([C:11](=[O:12])[O:13][CH2:14][CH3:15])(=[O:16])[O:17][CH2:18][CH3:19].[CH2:1]([c:2]1[cH:3][cH:4][cH:5][cH:6][cH:7]1)[C:8]#[N:9]>>[CH:1]([c:2]1[cH:3][cH:4][cH:5][cH:6][cH:7]1)([C:8]#[N:9])[C:10]([C:11](=[O:12])[O:13][CH2:14][CH3:15])=[O:16]. The reactants are Cc1cccc(Br)n1, O=C(OOC(=O)c1ccccc1)c1ccccc1, ClC(Cl)(Cl)Cl, O=C1CCC(=O)N1Br. Product: BrCc1cccc(Br)n1. Reaction SMILES: [Br:1][c:2]1[cH:3][cH:4][cH:5][c:6]([CH3:8])[n:7]1.[C:17]([O:18][O:19][C:20](=[O:21])[c:22]1[cH:23][cH:24][cH:25][cH:26][cH:27]1)(=[O:28])[c:29]1[cH:30][cH:31][cH:32][cH:33][cH:34]1.[Cl:35][C:36]([Cl:37])([Cl:38])[Cl:39].[O:9]=[C:10]1[N:11]([Br:16])[C:12](=[O:13])[CH2:14][CH2:15]1>>[Br:1][c:2]1[cH:3][cH:4][cH:5][c:6]([CH2:8][Br:16])[n:7]1.